Dataset: the Open Reaction Database (ORD), a public repository of structured organic reaction records. Task: describe an organic reaction: reactants, conditions, products, and yield Reactants: COC([C@H](CC1CCCCC1)N1C(C=C(C1)OC1=CC(=CC=C1)OC)=O)=O ((S)-3-cyclohexyl-2-[4-(3-methoxy-phenoxy)-2-oxo-2,5-dihydro-pyrrol-1-yl]-propionic acid methyl ester), [OH-].[Li+] (lithium hydroxide). Solvent: O1CCCC1.O (tetrahydrofuran water). Reaction conditions: temperature 23 celsius, time 2 hour. Product: C1(CCCCC1)C[C@@H](C(=O)O)N1C(C=C(C1)OC1=CC(=CC=C1)OC)=O ((S)-3-cyclohexyl-2-[4-(3-methoxy-phenoxy)-2-oxo-2,5-dihydro-pyrrol-1-yl]-propionic acid). Isolated yield 62.1%. Reaction SMILES: C[O:2][C:3](=[O:27])[C@@H:4]([N:12]1[CH2:16][C:15]([O:17][C:18]2[CH:23]=[CH:22][CH:21]=[C:20]([O:24][CH3:25])[CH:19]=2)=[CH:14][C:13]1=[O:26])[CH2:5][CH:6]1[CH2:11][CH2:10][CH2:9][CH2:8][CH2:7]1.[OH-].[Li+]>O1CCCC1.O>[CH:6]1([CH2:5][C@H:4]([N:12]2[CH2:16][C:15]([O:17][C:18]3[CH:23]=[CH:22][CH:21]=[C:20]([O:24][CH3:25])[CH:19]=3)=[CH:14][C:13]2=[O:26])[C:3]([OH:27])=[O:2])[CH2:11][CH2:10][CH2:9][CH2:8][CH2:7]1 |f:1.2,3.4|. Reported procedure: To a stirred solution of (S)-3-cyclohexyl-2-[4-(3-methoxy-phenoxy)-2-oxo-2,5-dihydro-pyrrol-1-yl]-propionic acid methyl ester (1.12 g, 0.003 mol) in tetrahydrofuran-water (3:1, 10 mL) was added lithium hydroxide (387 mg, 0.009 mol). The reaction mixture was stirred at 23° C. for 2 h. After this time, the mixture was concentrated and the reaction mixture was diluted with water. The reaction mixture was acidified with 2N hydrochloric acid, during which time precipitation occurred. The precipitate ... The reactants are C(C)(C)NC(C)C (diisopropylamine), C(CCC)[Li] (butyllithium), solution, [Cl-].[NH4+] (ammonium chloride), C(C)OC(C=CCF)=O (3-monofluoromethylacrylic acid ethyl ester), CI (methyl iodide), S1C(SCCC1)C#N (1,3-dithian-2-carbonitrile), C(C)(C)[N-]C(C)C.[Li+] (lithium diisopropylamide). Solvent: O1CCCC1 (tetrahydrofuran), O1CCCC1 (tetrahydrofuran), O1CCCC1 (tetrahydrofuran). Conditions: temperature 0 celsius, time 30 minute. The product is C(C)OC(C(C(CF)C1(SCCCS1)C#N)C)=O (3-(2-Cyano-1,3-dithian-2-yl)-4-fluoro-2-methylbutyric acid ethyl ester). Reaction SMILES: [S:1]1[CH2:6][CH2:5][CH2:4][S:3][CH:2]1[C:7]#[N:8].[CH:9]([N-]C(C)C)(C)C.[Li+].C(NC(C)C)(C)C.C([Li])CCC.[CH2:29]([O:31][C:32](=[O:37])[CH:33]=[CH:34][CH2:35][F:36])[CH3:30].CI.[Cl-].[NH4+]>O1CCCC1>[CH2:29]([O:31][C:32](=[O:37])[CH:33]([CH3:9])[CH:34]([C:2]1([C:7]#[N:8])[S:3][CH2:4][CH2:5][CH2:6][S:1]1)[CH2:35][F:36])[CH3:30] |f:1.2,7.8|. Procedure: A solution of 1.45 g (10 mMole) of 1,3-dithian-2-carbonitrile in 10 ml of tetrahydrofuran is added to lithium diisopropylamide, prepared from diisopropylamine (1.01 g, 10 mMole) and butyllithium (4.8 ml of a 2.1 M solution, 10 mM) in 20 ml of tetrahydrofuran at -70° C. To the solution is added 1.25 g (9,5 mMole) of 3-monofluoromethylacrylic acid ethyl ester in 5 ml of tetrahydrofuran and the reaction mixture is stirredat -70° C. for 30 minutes after which 1.3 g (10 mMole) of methyl iodide is add...